This data is from the Open Reaction Database (ORD), a public repository of structured organic reaction records. The task is: describe an organic reaction: reactants, conditions, products, and yield The reactants are Clc1ccc(-c2ccc(Br)cn2)cc1, O=C([O-])[O-], C#Cc1ccc(OCCN2CCCC2)cc1, C1CCOC1, [Cs+], [Cs+], [Cu]I. The product is Clc1ccc(-c2ccc(C#Cc3ccc(OCCN4CCCC4)cc3)cn2)cc1. RXN SMILES: [Br:7][c:8]1[cH:9][cH:10][c:11](-[c:14]2[cH:15][cH:16][c:17]([Cl:20])[cH:18][cH:19]2)[n:12][cH:13]1.[C:1](=[O:2])([O-:3])[O-:4].[C:21](#[CH:22])[c:23]1[cH:24][cH:25][c:26]([O:27][CH2:28][CH2:29][N:30]2[CH2:31][CH2:32][CH2:33][CH2:34]2)[cH:35][cH:36]1.[CH2:37]1[O:38][CH2:39][CH2:40][CH2:41]1.[Cs+:5].[Cs+:6].[Cu:42][I:43]>>[c:8]1([C:22]#[C:21][c:23]2[cH:24][cH:25][c:26]([O:27][CH2:28][CH2:29][N:30]3[CH2:31][CH2:32][CH2:33][CH2:34]3)[cH:35][cH:36]2)[cH:9][cH:10][c:11](-[c:14]2[cH:15][cH:16][c:17]([Cl:20])[cH:18][cH:19]2)[n:12][cH:13]1. Reported procedure: 2-(2-Aminothiazol-4-yl)-2-n-propoxyiminoacetic acid (syn isomer, 21.8 g.), acetic anhydride (38.8 g.) and formic acid (17.5 g.) were treated in a similar manner to that of Example F-(5), and then the obtained oil was triturated with diisopropyl ether to give 2-(2-formamidothiazol-4-yl)-2-n-propoxyiminoacetic acid (syn isomer, 19.2 g.), mp. 164° C. (dec.). Starting materials: NC=1SC=C(N1)C(C(=O)O)=NOCCC (2-(2-Aminothiazol-4-yl)-2-n-propoxyiminoacetic acid), C(C)(=O)OC(C)=O (acetic anhydride). Yield: 78.5%. Yields the product C(=O)NC=1SC=C(N1)C(C(=O)O)=NOCCC (2-(2-formamidothiazol-4-yl)-2-n-propoxyiminoacetic acid). As a reaction SMILES: [NH2:1][C:2]1[S:3][CH:4]=[C:5]([C:7](=[N:11][O:12][CH2:13][CH2:14][CH3:15])[C:8]([OH:10])=[O:9])[N:6]=1.[C:16](OC(=O)C)(=[O:18])C>C(O)=O>[CH:16]([NH:1][C:2]1[S:3][CH:4]=[C:5]([C:7](=[N:11][O:12][CH2:13][CH2:14][CH3:15])[C:8]([OH:10])=[O:9])[N:6]=1)=[O:18]. Solvent: C(=O)O (formic acid). The reactants are Cl, Nc1cccc(-c2cccc3cc(C(=O)NC4CN5CCC4CC5)sc23)c1, O=C(Cl)c1ccno1. Yields the product Cl, O=C(Nc1cccc(-c2cccc3cc(C(=O)NC4CN5CCC4CC5)sc23)c1)c1ccno1. Reaction SMILES: [ClH:1].[NH2:2][c:3]1[cH:4][c:5](-[c:9]2[cH:10][cH:11][cH:12][c:13]3[cH:14][c:15]([C:18](=[O:19])[NH:20][CH:21]4[CH2:22][N:23]5[CH2:24][CH2:25][CH:26]4[CH2:27][CH2:28]5)[s:16][c:17]23)[cH:6][cH:7][cH:8]1.[o:29]1[n:30][cH:31][cH:32][c:33]1[C:34](=[O:35])[Cl:36]>>[ClH:36].[NH:2]([c:3]1[cH:4][c:5](-[c:9]2[cH:10][cH:11][cH:12][c:13]3[cH:14][c:15]([C:18](=[O:19])[NH:20][CH:21]4[CH2:22][N:23]5[CH2:24][CH2:25][CH:26]4[CH2:27][CH2:28]5)[s:16][c:17]23)[cH:6][cH:7][cH:8]1)[C:34]([c:33]1[o:29][n:30][cH:31][cH:32]1)=[O:35]. Reactants: CCCCCCc1ccc(C(=O)O)cc1, O=S(Cl)Cl. Product: CCCCCCc1ccc(C(=O)O)cc1, [Cl-]. Reaction SMILES: [CH2:1]([CH2:2][CH2:3][CH2:4][CH2:5][CH3:6])[c:7]1[cH:8][cH:9][c:10]([C:11](=[O:12])[OH:13])[cH:14][cH:15]1.[S:16]([Cl:17])([Cl:18])=[O:19]>>[CH2:1]([CH2:2][CH2:3][CH2:4][CH2:5][CH3:6])[c:7]1[cH:8][cH:9][c:10]([C:11](=[O:12])[OH:13])[cH:14][cH:15]1.[Cl-:18]. Starting materials: C(O)([O-])=O.[Na+] (Sodium hydrogen carbonate), C(C)(C)N1N=CN=C1C1=CN2CCOC3=C(C2=N1)C=CC(=C3)C3=C(CNCC3)C(=O)N (4-[2-(2-isopropyl-2H[1,2,4]triazol-3-yl)-4,5-dihydro-6-oxa-1,3a-diaza-benzo[e]azulen-8-yl]-1,2,5,6-tetrahydro-pyridine-3-carboxylic acid amide), C=O (formaldehyde), C(C)(=O)O[BH-](OC(C)=O)OC(C)=O.[Na+] (sodium triacetoxyborohydride), C(C)(=O)O (acetic acid). Run in C(Cl)Cl (DCM), CO (methanol), C(Cl)Cl (DCM), CO (methanol). Reaction conditions: time 16 hour. Yields the product C(C)(C)N1N=CN=C1C=1N=C2N(CCOC3=C2C=CC(=C3)C=3C(CN(CC3)C)C(=O)N)C1 (4-(2-(1-isopropyl-1H-1,2,4-triazol-5-yl)-5,6-dihydrobenzo[f]imidazo[1,2-d][1,4]oxazepin-9-yl)-1-methyl-1,2,3,6-tetrahydropyridine-3-carboxamide). RXN SMILES: [CH:1]([N:4]1[C:8]([C:9]2[N:18]=[C:17]3[N:11]([CH2:12][CH2:13][O:14][C:15]4[CH:22]=[C:21]([C:23]5[CH2:28][CH2:27][NH:26][CH2:25][C:24]=5[C:29]([NH2:31])=[O:30])[CH:20]=[CH:19][C:16]=43)[CH:10]=2)=[N:7][CH:6]=[N:5]1)([CH3:3])[CH3:2].C=O.[C:34](O[BH-](OC(=O)C)OC(=O)C)(=O)C.[Na+].C(O)(=O)C.C(=O)([O-])O.[Na+]>C(Cl)Cl.CO>[CH:1]([N:4]1[C:8]([C:9]2[N:18]=[C:17]3[C:16]4[CH:19]=[CH:20][C:21]([C:23]5[CH:24]([C:29]([NH2:31])=[O:30])[CH2:25][N:26]([CH3:34])[CH2:27][CH:28]=5)=[CH:22][C:15]=4[O:14][CH2:13][CH2:12][N:11]3[CH:10]=2)=[N:7][CH:6]=[N:5]1)([CH3:3])[CH3:2] |f:2.3,5.6|. Reported procedure: To a solution of 4-[2-(2-isopropyl-2H[1,2,4]triazol-3-yl)-4,5-dihydro-6-oxa-1,3a-diaza-benzo[e]azulen-8-yl]-1,2,5,6-tetrahydro-pyridine-3-carboxylic acid amide from Example 414 (0.15 g, 0.35 mmol) in DCM (16 mL) and methanol (8 mL) was added formaldehyde (0.053 mL, 37% aq., 0.7 mmol), sodium triacetoxyborohydride (0.11 g, 0.52 mmol) and acetic acid (24 μL, 0.42 mmol). The reaction mixture was stirred at RT for 16 h. Sodium hydrogen carbonate (aqueous) and 10% methanol in DCM were added to the mi...